From a dataset of the Open Reaction Database (ORD), a public repository of structured organic reaction records. describe an organic reaction: reactants, conditions, products, and yield The reactants are C(C)(C)(C)OC(C(COCC1=CC=CC=C1)(C)NC(=O)OC(C)(C)C)=O (3-benzyloxy-2-[N-(tert-butoxycarbonyl)amino]-2-methylpropanoic acid tert-butyl ester). Reagents/catalysts: [Pd] (Pd—C). The solvent is CO (CH3OH). Run at time 8 hour. Product: C(C)(C)(C)OC(C(CO)(C)NC(=O)OC(C)(C)C)=O (2-[N-(tert-butoxycarbonyl)amino]-3-hydroxy-2-methylpropanoic acid tert-butyl ester). Isolated yield 99.9%. Reaction SMILES: [C:1]([O:5][C:6](=[O:26])[C:7]([NH:18][C:19]([O:21][C:22]([CH3:25])([CH3:24])[CH3:23])=[O:20])([CH3:17])[CH2:8][O:9]CC1C=CC=CC=1)([CH3:4])([CH3:3])[CH3:2]>CO.[Pd]>[C:1]([O:5][C:6](=[O:26])[C:7]([NH:18][C:19]([O:21][C:22]([CH3:25])([CH3:24])[CH3:23])=[O:20])([CH3:17])[CH2:8][OH:9])([CH3:4])([CH3:2])[CH3:3]. Procedure: A suspension of the benzyl ether 8 (540 mg, 1.48 mmol) and 10% Pd—C (130 mg) in 20 mL of CH3OH was stirred under an H2 atmosphere overnight. The reaction mixture was filtered over Celite?, and the filtrate was concentrated under reduced pressure. Purification via silica gel column chromatography (30% EtOAc in hexane) provided a quantitative yield of 9 (407 mg, 100%) as a colorless solid: mp 44-45° C. (EtOAc/hexane); 1H NMR (CDCl3) 6.437 (3H, s), 1.442 (9H, s), 1.48 (9H, s), 3.72 (1H, d, J=11.2),... The product is Cl.NCC1=C(C(=CC(=C1)C(C)(C)C)S(N)(=O)=O)O (2-Aminomethyl-4-(1,1-dimethylethyl)-6-sulfamoylphenol hydrochloride). As a reaction SMILES: [Cl:1]CC([NH:5][CH2:6][C:7]1[CH:12]=[C:11]([C:13]([CH3:16])([CH3:15])[CH3:14])[CH:10]=[C:9]([S:17]([N:20]=CN(C)C)(=[O:19])=[O:18])[C:8]=1[OH:25])=O>C(O)C.Cl>[ClH:1].[NH2:5][CH2:6][C:7]1[CH:12]=[C:11]([C:13]([CH3:15])([CH3:16])[CH3:14])[CH:10]=[C:9]([S:17](=[O:18])(=[O:19])[NH2:20])[C:8]=1[OH:25] |f:3.4|. Procedure: 3 g (0.008 mole) of 2-chloro-N-[5-(1,1-dimethylethyl)-3-dimethylaminomethyleneaminosulfonyl-2-hydroxybenzyl]-acetamide in a mixture of 30 ml of ethanol and 3 ml of concentrated hydrochloric acid are heated under reflux for 2 hours. The solvent is removed in vacuo and the residue is crystallized from methanol/ether. Reactants: ClCC(=O)NCC1=C(C(=CC(=C1)C(C)(C)C)S(=O)(=O)N=CN(C)C)O (2-chloro-N-[5-(1,1-dimethylethyl)-3-dimethylaminomethyleneaminosulfonyl-2-hydroxybenzyl]-acetamide). The solvent is C(C)O (ethanol), Cl (hydrochloric acid). Reactants: ClC1=CC=C2C(C(NC2=C1)=O)C1CCCC1 (rac-6-chloro-3-cyclopentyl-1,3-dihydro-indol-2-one), C(C1=CC=CC=C1)Br (benzyl bromide), [I-].[K+] (potassium iodide), C([O-])([O-])=O.[K+].[K+] (potassium carbonate). Run in CC(=O)C (acetone), C(C)(=O)OCC (ethyl acetate). Run at temperature 60 celsius. The product is C(C1=CC=CC=C1)C1(C(NC2=CC(=CC=C12)Cl)=O)C1CCCC1 (rac-3-benzyl-6-chloro-3-cyclopentyl-1,3-dihydro-indol-2-one). As a reaction SMILES: [Cl:1][C:2]1[CH:10]=[C:9]2[C:5]([CH:6]([CH:12]3[CH2:16][CH2:15][CH2:14][CH2:13]3)[C:7](=[O:11])[NH:8]2)=[CH:4][CH:3]=1.[CH2:17](Br)[C:18]1[CH:23]=[CH:22][CH:21]=[CH:20][CH:19]=1.[I-].[K+].C(=O)([O-])[O-].[K+].[K+]>CC(C)=O.C(OCC)(=O)C>[CH2:17]([C:6]1([CH:12]2[CH2:16][CH2:15][CH2:14][CH2:13]2)[C:5]2[C:9](=[CH:10][C:2]([Cl:1])=[CH:3][CH:4]=2)[NH:8][C:7]1=[O:11])[C:18]1[CH:23]=[CH:22][CH:21]=[CH:20][CH:19]=1 |f:2.3,4.5.6|. Reported procedure: A mixture of rac-6-chloro-3-cyclopentyl-1,3-dihydro-indol-2-one (0.24 g, 1 mmol) (from Example 3b, supra), benzyl bromide (0.21 g, 1.2 mmol), potassium iodide (0.20 g, 1.2 mmol) and potassium carbonate (0.3 g, 2.2 mmol) in acetone (6 mL) was heated at 60° C. for 13 days in a capped pressure tube. After cooling, mixture was diluted with ethyl acetate (50 mL) and extracted with water (2×50 mL) and brine (50 mL). Aqueous layers were back washed with ethyl acetate (50 mL). Organic layers were combin...